The task is: describe an organic reaction: reactants, conditions, products, and yield. This data is from the Open Reaction Database (ORD), a public repository of structured organic reaction records. The reactants are CN(C)c1ccncc1, O=C(Cl)OCC(Cl)(Cl)Cl, ClCCl, Cc1onc(N)c1Br, [Na+], O=C([O-])O, O, c1ccncc1. Yields the product Cc1onc(NC(=O)OCC(Cl)(Cl)Cl)c1Br. As a reaction SMILES: [CH3:29][N:30]([c:31]1[cH:32][cH:33][n:34][cH:35][cH:36]1)[CH3:37].[Cl:15][C:16](=[O:17])[O:18][CH2:19][C:20]([Cl:21])([Cl:22])[Cl:23].[Cl:38][CH2:39][Cl:40].[NH2:1][c:2]1[n:3][o:4][c:5]([CH3:8])[c:6]1[Br:7].[Na+:28].[O-:24][C:25]([OH:26])=[O:27].[OH2:41].[cH:9]1[cH:10][cH:11][n:12][cH:13][cH:14]1>>[NH:1]([c:2]1[n:3][o:4][c:5]([CH3:8])[c:6]1[Br:7])[C:16](=[O:17])[O:18][CH2:19][C:20]([Cl:21])([Cl:22])[Cl:23]. Starting materials: ClCC(=O)NNC(C(F)(F)F)=O (N′-(2-chloroacetyl)-trifluoroacetohydrazide), C(C)#N (acetonitrile), C(C)(=O)OC(C)C (isopropyl acetate), P(=O)(Cl)(Cl)Cl (Phosphorus oxychloride). The solvent is O (water). Reaction conditions: temperature 0 celsius, time 28 hour. The product is FC(C1=NN=C(O1)CCl)(F)F (5-trifluoromethyl-2-chloromethyl-1,3,4-oxadiazole). Isolated yield 82.2%. Reaction SMILES: [Cl:1][CH2:2][C:3]([NH:5][NH:6][C:7](=[O:12])[C:8]([F:11])([F:10])[F:9])=O.C(#N)C.P(Cl)(Cl)(Cl)=O.C(OC(C)C)(=O)C>O>[F:11][C:8]([F:9])([F:10])[C:7]1[O:12][C:3]([CH2:2][Cl:1])=[N:5][N:6]=1. Procedure details: N′-(2-chloroacetyl)-trifluoroacetohydrazide (60 g) and acetonitrile (120 mL) are charged into a round-bottom flask and cooled to about 0° C. Phosphorus oxychloride (27.1 g) is added to the solution for about 15 minutes. The reaction mixture is heated to about 80° C. and stirred for about 28 hours. In a separate vessel, isopropyl acetate (180 mL) and water (180 mL) are mixed and cooled to 0° C. The reaction slurry is added to this solution slowly. The organic layer is separated and washed with 5%... Reactants: C1COCCO1, CC(C)N1CC(=O)N(C)c2cnc(Cl)nc21, Cl, Nc1cc(C(=O)O)cc(C(F)(F)F)c1, O. Product: CC(C)N1CC(=O)N(C)c2cnc(Nc3cc(C(=O)O)cc(C(F)(F)F)c3)nc21. As a reaction SMILES: [CH2:33]1[O:34][CH2:35][CH2:36][O:37][CH2:38]1.[Cl:1][c:2]1[n:3][c:4]2[c:9]([cH:10][n:11]1)[N:8]([CH3:12])[C:7](=[O:13])[CH2:6][N:5]2[CH:14]([CH3:15])[CH3:16].[ClH:31].[NH2:17][c:18]1[cH:19][c:20]([C:21](=[O:22])[OH:23])[cH:24][c:25]([C:27]([F:28])([F:29])[F:30])[cH:26]1.[OH2:32]>>[c:2]1([NH:17][c:18]2[cH:19][c:20]([C:21](=[O:22])[OH:23])[cH:24][c:25]([C:27]([F:28])([F:29])[F:30])[cH:26]2)[n:3][c:4]2[c:9]([cH:10][n:11]1)[N:8]([CH3:12])[C:7](=[O:13])[CH2:6][N:5]2[CH:14]([CH3:15])[CH3:16]. Procedure details: To a solution of dibenzyl malonate (9.8 g, 34.46 mmole) in carbon tetrachloride (25 mL), bromine (10.14 g, 63.4 mmole) was added dropwise at room temperature over 4 h. The reaction mixture was irradiated with a 150 W lamp during the addition. The reaction mixture was quenched with water. The organic layer was separated and the aqueous layer was further extracted with dichloromethane (3 ×30 mL). The organic extracts were combined, washed with sodium hydrogen carbonate solution (3×50 mL) and brine... The reactants are C(CC(=O)OCC1=CC=CC=C1)(=O)OCC1=CC=CC=C1 (dibenzyl malonate), BrBr (bromine). Yields the product C(C1=CC=CC=C1)OC(C(C(=O)OCC1=CC=CC=C1)Br)=O (2-Bromo-malonic acid dibenzyl ester). RXN SMILES: [C:1]([O:14][CH2:15][C:16]1[CH:21]=[CH:20][CH:19]=[CH:18][CH:17]=1)(=[O:13])[CH2:2][C:3]([O:5][CH2:6][C:7]1[CH:12]=[CH:11][CH:10]=[CH:9][CH:8]=1)=[O:4].[Br:22]Br>C(Cl)(Cl)(Cl)Cl>[CH2:6]([O:5][C:3](=[O:4])[CH:2]([Br:22])[C:1]([O:14][CH2:15][C:16]1[CH:17]=[CH:18][CH:19]=[CH:20][CH:21]=1)=[O:13])[C:7]1[CH:12]=[CH:11][CH:10]=[CH:9][CH:8]=1. Run in C(Cl)(Cl)(Cl)Cl (carbon tetrachloride). Starting materials: C(C)(C)(C)OC(=O)N1CCC(CC1)N(C(C(F)(F)F)=O)CCOC (4-[(2-methoxy-ethyl)-(2,2,2-trifluoro-acetyl)-amino]-piperidine-1-carboxylic acid tert-butyl ester). Run in C1CCOC1 (THF). Conditions: time 8 hour. Yields the product C(C)(C)(C)OC(=O)N1CCC(CC1)N(CC(F)(F)F)CCOC (4-[(2-methoxy-ethyl)-(2,2,2-trifluoro-ethyl)-amino]-piperidine-1-carboxylic acid tert-butyl ester). The yield is 96.5%. As a reaction SMILES: [C:1]([O:5][C:6]([N:8]1[CH2:13][CH2:12][CH:11]([N:14]([CH2:21][CH2:22][O:23][CH3:24])[C:15](=O)[C:16]([F:19])([F:18])[F:17])[CH2:10][CH2:9]1)=[O:7])([CH3:4])([CH3:3])[CH3:2]>C1COCC1>[C:1]([O:5][C:6]([N:8]1[CH2:9][CH2:10][CH:11]([N:14]([CH2:21][CH2:22][O:23][CH3:24])[CH2:15][C:16]([F:17])([F:18])[F:19])[CH2:12][CH2:13]1)=[O:7])([CH3:4])([CH3:3])[CH3:2]. Procedure details: To a solution of 4-[(2-methoxy-ethyl)-(2,2,2-trifluoro-acetyl)-amino]-piperidine-1-carboxylic acid tert-butyl ester (685 mg) in dry THF (7 mL) was added borane-methyl sulfide complex (405 uL) at 0° C. under inert atmosphere. The reaction mixture was refluxed for 3 h, and then stirred at room temperature overnight, quenched with MeOH, diluted with DCM, washed with brine, dried (MgSO4) and the solvent removed in vacuo. The residue was purified using flash chromatography to yield 4-[(2-methoxy-ethy... Reactants: C(C)(=O)O[C@@H]1[C@@H]2C=3C=CC(=CC3CC[C@H]2[C@@H]2CC[C@@H]([C@@]2(C)C1)OC(C)=O)OC (11β,17β-Diacetoxy-3-methoxy-estra-1,3,5(10)-triene), [H-].[Al+3].[Li+].[H-].[H-].[H-] (lithium aluminium hydride). The solvent is CCOCC (ether), CCOCC (ether). Run at time 15 minute. Product: O[C@@H]1[C@@H]2C=3C=CC(=CC3CC[C@H]2[C@@H]2CC[C@@H]([C@@]2(C)C1)O)OC (11β,17β-Dihydroxy-3-methoxy-estra-1,3,5(10)-triene). Yield: 91.6%. RXN SMILES: C([O:4][C@H:5]1[CH2:22][C@@:20]2([CH3:21])[C@@H:16]([CH2:17][CH2:18][C@@H:19]2[O:23]C(=O)C)[C@H:15]2[C@H:6]1[C:7]1[CH:8]=[CH:9][C:10]([O:27][CH3:28])=[CH:11][C:12]=1[CH2:13][CH2:14]2)(=O)C.[H-].[Al+3].[Li+].[H-].[H-].[H-]>CCOCC>[OH:4][C@H:5]1[CH2:22][C@@:20]2([CH3:21])[C@@H:16]([CH2:17][CH2:18][C@@H:19]2[OH:23])[C@H:15]2[C@H:6]1[C:7]1[CH:8]=[CH:9][C:10]([O:27][CH3:28])=[CH:11][C:12]=1[CH2:13][CH2:14]2 |f:1.2.3.4.5.6|. Procedure details: A solution of the diacetate (25) (25 mg, 0.065 mmol) in dry ether (1 ml) was added to a stirred solution of lithium aluminium hydride (5 mg, 0.13 mmol) in dry ether (2 ml) at 0° C. under argon. After 15 min, excess lithium aluminium hydride was destroyed by addition of wet ether and then dropwise addition of water. The ethereal layer was separated, dried, and evaporated, and the residue was chromatographed on silica (1 g) to give the product (6) (18 mg, 91%), m.p. 161°-2° C. (from ether-light pe... The reactants are CC(=O)Oc1ccc(Cl)cc1C=Cc1ccccc1Br, COCN(Cc1ccccc1)C[Si](C)(C)C, Cc1ccccc1, O, O=C(O)C(F)(F)F. Yields the product CC(=O)Oc1ccc(Cl)cc1C1CN(Cc2ccccc2)CC1c1ccccc1Br. RXN SMILES: [C:17]([CH3:18])(=[O:19])[O:20][c:21]1[c:22]([CH:28]=[CH:29][c:30]2[c:31]([Br:36])[cH:32][cH:33][cH:34][cH:35]2)[cH:23][c:24]([Cl:27])[cH:25][cH:26]1.[CH2:1]([c:2]1[cH:3][cH:4][cH:5][cH:6][cH:7]1)[N:8]([CH2:9][Si:12]([CH3:13])([CH3:15])[CH3:16])[CH2:14][O:10][CH3:11].[CH3:45][c:46]1[cH:47][cH:48][cH:49][cH:50][cH:51]1.[OH2:44].[OH:37][C:38]([C:39]([F:40])([F:41])[F:42])=[O:43]>>[CH2:1]([c:2]1[cH:3][cH:4][cH:5][cH:6][cH:7]1)[N:8]1[CH2:9][CH:29]([c:30]2[c:31]([Br:36])[cH:32][cH:33][cH:34][cH:35]2)[CH:28]([c:22]2[c:21]([O:20][C:17]([CH3:18])=[O:19])[cH:26][cH:25][c:24]([Cl:27])[cH:23]2)[CH2:14]1. The reactants are FC=1C=C2C(=C(/C(/C2=CC1)=C/C1=CC=C(C=C1)SC)C)CCON (O-2-[Z-5-fluoro-2-methyl-1-(4-methylthiophenyl)methylene-1H-inden-3-yl]ethyl hydroxylamine), C(=O)C1=NN=NN1 (5-formyltetrazole). Reported procedure: The title compound is prepared by reaction of O-2-[Z-5-fluoro-2-methyl-1-(4-methylthiophenyl)methylene-1H-inden-3-yl]ethyl hydroxylamine with 5-formyltetrazole by the method of Example 1. RXN SMILES: [F:1][C:2]1[CH:3]=[C:4]2[C:8](=[CH:9][CH:10]=1)/[C:7](=[CH:11]\[C:12]1[CH:17]=[CH:16][C:15]([S:18][CH3:19])=[CH:14][CH:13]=1)/[C:6]([CH3:20])=[C:5]2[CH2:21][CH2:22][O:23][NH2:24].[CH:25]([C:27]1[NH:31][N:30]=[N:29][N:28]=1)=O>>[F:1][C:2]1[CH:3]=[C:4]2[C:8](=[CH:9][CH:10]=1)/[C:7](=[CH:11]\[C:12]1[CH:17]=[CH:16][C:15]([S:18][CH3:19])=[CH:14][CH:13]=1)/[C:6]([CH3:20])=[C:5]2[CH2:21][CH2:22][O:23][N:24]=[CH:25][C:27]1[NH:31][N:30]=[N:29][N:28]=1. Product: FC=1C=C2C(=C(/C(/C2=CC1)=C/C1=CC=C(C=C1)SC)C)CCON=CC1=NN=NN1 (5-formyltetrazole-O-2-[Z-5-fluoro-2-methyl-1-(4-methylthiophenyl)methylene-1H-inden-3-yl]ethyl oxime). Reactants: CC(=O)O[BH-](OC(C)=O)OC(C)=O, Cc1nc2ccccc2n1C1CC2CCC(C1)N2, CCN(C(C)C)C(C)C, ClCCl, Cl, Cl, [Na+], CC(C)(C)OC(=O)N1CCOC(CC=O)(c2ccccc2)C1. Product: Cc1nc2ccccc2n1C1CC2CCC(C1)N2CCC1(c2ccccc2)CN(C(=O)OC(C)(C)C)CCO1. As a reaction SMILES: [C:52]([O:53][BH-:54]([O:55][C:56](=[O:57])[CH3:58])[O:59][C:60](=[O:61])[CH3:62])(=[O:63])[CH3:64].[CH:25]12[CH2:26][CH:27]([n:33]3[c:34]([CH3:42])[n:35][c:36]4[c:37]3[cH:38][cH:39][cH:40][cH:41]4)[CH2:28][CH:29]([CH2:30][CH2:31]1)[NH:32]2.[CH:43]([N:44]([CH:45]([CH3:46])[CH3:47])[CH2:48][CH3:49])([CH3:50])[CH3:51].[Cl:66][CH2:67][Cl:68].[ClH:23].[ClH:24].[Na+:65].[O:1]=[CH:2][CH2:3][C:4]1([c:17]2[cH:18][cH:19][cH:20][cH:21][cH:22]2)[O:5][CH2:6][CH2:7][N:8]([C:10](=[O:11])[O:12][C:13]([CH3:14])([CH3:15])[CH3:16])[CH2:9]1>>[CH2:2]([CH2:3][C:4]1([c:17]2[cH:18][cH:19][cH:20][cH:21][cH:22]2)[O:5][CH2:6][CH2:7][N:8]([C:10](=[O:11])[O:12][C:13]([CH3:14])([CH3:15])[CH3:16])[CH2:9]1)[N:32]1[CH:25]2[CH2:26][CH:27]([n:33]3[c:34]([CH3:42])[n:35][c:36]4[c:37]3[cH:38][cH:39][cH:40][cH:41]4)[CH2:28][CH:29]1[CH2:30][CH2:31]2. The reactants are BrC=1C=C2C(=C(C=NC2=CC1)C(=O)O)N[C@H]1C[C@@H](CC1)OC.BrC=1C=C2C(=C(C=NC2=CC1)C(=O)O)N[C@@H]1C[C@H](CC1)OC (6-bromo-4-[[(1R,3R)-3-methoxycyclopentyl]amino]quinoline-3-carboxylic acid 6-bromo-4-[[(1S,3S)-3-methoxycyclopentyl]amino]quinoline-3-carboxylic acid), IC (iodomethane), [OH-].[Na+] (sodium hydroxide). Reagents/catalysts: [Br-].C(CCC)[N+](CCCC)(CCCC)CCCC (tetrabutylammonium bromide). The solvent is C(Cl)Cl (DCM), O (water). Run at time 8 hour. The product is BrC1=CC=2C3=C(C=NC2C=C1)N(C(N3[C@H]3C[C@@H](CC3)OC)=O)C.BrC1=CC=2C3=C(C=NC2C=C1)N(C(N3[C@@H]3C[C@H](CC3)OC)=O)C (8-bromo-1-[(1R,3R)-3-methoxycyclopentyl]-3-methylimidazo[4,5-c]quinolin-2-one 8-bromo-1-[(1S,3S)-3-methoxycyclopentyl]-3-methylimidazo[4,5-c]quinolin-2-one). Isolated yield 72.8%. RXN SMILES: [Br:1][C:2]1[CH:3]=[C:4]2[C:9](=[CH:10][CH:11]=1)[N:8]=[CH:7][C:6](C(O)=O)=[C:5]2[NH:15][C@@H:16]1[CH2:20][CH2:19][C@@H:18]([O:21][CH3:22])[CH2:17]1.[Br:23][C:24]1[CH:25]=[C:26]2[C:31](=[CH:32][CH:33]=1)[N:30]=[CH:29][C:28](C(O)=O)=[C:27]2[NH:37][C@H:38]1[CH2:42][CH2:41][C@H:40]([O:43][CH3:44])[CH2:39]1.IC.[OH-:47].[Na+]>[Br-].C([N+](CCCC)(CCCC)CCCC)CCC.C(Cl)Cl.O>[Br:1][C:2]1[CH:11]=[CH:10][C:9]2[N:8]=[CH:7][C:6]3[N:37]([CH3:27])[C:38](=[O:47])[N:15]([C@@H:16]4[CH2:20][CH2:19][C@@H:18]([O:21][CH3:22])[CH2:17]4)[C:5]=3[C:4]=2[CH:3]=1.[Br:23][C:24]1[CH:33]=[CH:32][C:31]2[N:30]=[CH:29][C:28]3[N:15]([CH3:5])[C:16](=[O:47])[N:37]([C@H:38]4[CH2:42][CH2:41][C@H:40]([O:43][CH3:44])[CH2:39]4)[C:27]=3[C:26]=2[CH:25]=1 |f:0.1,3.4,5.6,9.10|. Reported procedure: A mixture of 6-bromo-4-[[(1R,3R)-3-methoxycyclopentyl]amino]quinoline-3-carboxylic acid: 6-bromo-4-[[(1S,3S)-3-methoxycyclopentyl]amino]quinoline-3-carboxylic acid (1:1 mixture) (13 g, 35.8 mmol), tetrabutylammonium bromide (1.16 g, 3.60 mmol), iodomethane (7.645 g, 53.86 mmol) and sodium hydroxide (2.15 g, 53.75 mmol) in DCM (600 mL) and water (380 mL) was stirred at ambient temperature overnight. The resulting solution was concentrated under vacuum to remove the organics and the solids collect...